This data is from the Open Reaction Database (ORD), a public repository of structured organic reaction records. The task is: describe an organic reaction: reactants, conditions, products, and yield Starting materials: C(C=C)Br (allyl bromide), COC=1C=CC(=CC1O)C2=CC(=O)C=3C(=CC(=CC3O2)O)O (diosmetin), [H-].[Na+] (sodium hydride). Solvent: CN(C=O)C (dimethylformamide), CN(C)P(=O)(N(C)C)N(C)C (HMPA), CN(C=O)C (dimethylformamide). Run at temperature 40 celsius. Product: C(C=C)C=1C(=CC2=C(C(C=C(O2)C2=CC(=C(C=C2)OC)OCC=C)=O)C1OCC=C)OCC=C (6-Allyl-5,7-diallyloxy-2-(3-allyloxy-4-methoxyphenyl)-4H-1-benzopyran-4-one). As a reaction SMILES: [CH3:1][O:2][C:3]1[CH:4]=[CH:5][C:6]([C:10]2[O:20][C:19]3[CH:18]=[C:17]([OH:21])[CH:16]=[C:15]([OH:22])[C:14]=3[C:12](=[O:13])[CH:11]=2)=[CH:7][C:8]=1[OH:9].[H-].[Na+].[CH2:25](Br)[CH:26]=[CH2:27]>CN(C)C=O.CN(P(N(C)C)(N(C)C)=O)C>[CH2:25]([C:16]1[C:17]([O:21][CH2:12][CH:11]=[CH2:10])=[CH:18][C:19]2[O:20][C:10]([C:6]3[CH:5]=[CH:4][C:3]([O:2][CH3:1])=[C:8]([O:9][CH2:4][CH:3]=[CH2:8])[CH:7]=3)=[CH:11][C:12](=[O:13])[C:14]=2[C:15]=1[O:22][CH2:7][CH:6]=[CH2:5])[CH:26]=[CH2:27] |f:1.2|. Reported procedure: 12 g of diosmetin in 100 ml of dimethylformamide and 15 ml of HMPA are added very slowly to a suspension of 4.8 g of sodium hydride in 30 ml of dimethylformamide. The mixture is then stirred at 40° C. until the evolution of gas has ceased. 17.25 g of allyl bromide are then added dropwise and the whole is heated at 60° C. for 16 hours, after which the solvents are removed by distillation under reduced pressure. The residue is taken up in dichloromethane and then chromatographed on silica using a ...